From a dataset of the Open Reaction Database (ORD), a public repository of structured organic reaction records. describe an organic reaction: reactants, conditions, products, and yield The reactants are CCOCC (Ether), [Br-].C(C)C=1C=CC(=[N+](C1)CCC)C (5-Ethyl-2-methyl-1-propylpyridinium bromide), CN(C1=CC=C(C=O)C=C1)C (4-dimethylaminobenzaldehyde), N1CCCCC1 (piperidine). Run in CO (methanol). The product is [Br-].CN(C1=CC=C(C=CC2=[N+](C=C(C=C2)CC)CCC)C=C1)C (2-[4-(dimethylamino)-styryl]-5-ethyl-1-propylpyridinium bromide). The yield is 62.2%. As a reaction SMILES: [Br-:1].[CH2:2]([C:4]1[CH:5]=[CH:6][C:7]([CH3:13])=[N+:8]([CH2:10][CH2:11][CH3:12])[CH:9]=1)[CH3:3].[CH3:14][N:15]([CH3:24])[C:16]1[CH:23]=[CH:22][C:19]([CH:20]=O)=[CH:18][CH:17]=1.N1CCCCC1.CCOCC>CO>[Br-:1].[CH3:14][N:15]([CH3:24])[C:16]1[CH:23]=[CH:22][C:19]([CH:20]=[CH:13][C:7]2[CH:6]=[CH:5][C:4]([CH2:2][CH3:3])=[CH:9][N+:8]=2[CH2:10][CH2:11][CH3:12])=[CH:18][CH:17]=1 |f:0.1,6.7|. Reported procedure: 5-Ethyl-2-methyl-1-propylpyridinium bromide (8.1 g, 0.033 mole) and 4-dimethylaminobenzaldehyde (6.0 g, 0.04 mole) were refluxed in methanol (50 ml) in the presence of piperidine (1.5 ml) under nitrogen for four hours. Ether was added to the cool solution and, on scratching, a red solid crystallised which was collected and washed with a little isopropanol to give 2-[4-(dimethylamino)-styryl]-5-ethyl-1-propylpyridinium bromide (7.7 g). Melting point 236°-237° (decomposition). The reactants are CS(=O)(=O)C1=CC=C(COC=2C=CC(=NC2)COC(C)=O)C=C1 (Acetic acid 5-(4-methanesulfonyl-benzyloxy)-pyridin-2-ylmethyl ester), O (water), [OH-].[Na+] (NaOH). Solvent: C(C)O (ethanol). Run at time 24 hour. Product: CS(=O)(=O)C1=CC=C(COC=2C=CC(=NC2)CO)C=C1 ([5-(4-methanesulfonyl-benzyloxy)-pyridin-2-yl]-methanol). Isolated yield 44.4%. As a reaction SMILES: [CH3:1][S:2]([C:5]1[CH:23]=[CH:22][C:8]([CH2:9][O:10][C:11]2[CH:12]=[CH:13][C:14]([CH2:17][O:18]C(=O)C)=[N:15][CH:16]=2)=[CH:7][CH:6]=1)(=[O:4])=[O:3].O.[OH-].[Na+]>C(O)C>[CH3:1][S:2]([C:5]1[CH:6]=[CH:7][C:8]([CH2:9][O:10][C:11]2[CH:12]=[CH:13][C:14]([CH2:17][OH:18])=[N:15][CH:16]=2)=[CH:22][CH:23]=1)(=[O:4])=[O:3] |f:2.3|. Reported procedure: Acetic acid 5-(4-methanesulfonyl-benzyloxy)-pyridin-2-ylmethyl ester (10.4 g, 31 mmol) was suspended in a water (20 mL) and ethanol (80 mL). To this was added NaOH (2.2 g, 55 mmol) and the reaction was heated to reflux for 2 h. The reaction mixture was cooled to rt and stirred for 24 h and then concentrated under reduced pressure. The resulting residue was partitioned between water and ethyl acetate. The organic layer was dried over Na2SO4, filtered and volatiles were removed under reduced press... The reactants are C1(CC1)N (cyclopropylamine), ClC1=C(C=C(C(=C1[N+](=O)[O-])Cl)[N+](=O)[O-])C(F)(F)F (2,4-dichloro-3,5-dinitrobenzotrifluoride). The solvent is C1CCCCC1 (cyclohexane). The product is C1(CC1)NC1=C(C(=C(C=C1[N+](=O)[O-])C(F)(F)F)Cl)[N+](=O)[O-] (N-cyclopropyl-3-chloro-2,6-dinitro-4-trifluoromethylaniline). RXN SMILES: [CH:1]1([NH2:4])[CH2:3][CH2:2]1.[Cl:5][C:6]1[C:11]([N+:12]([O-:14])=[O:13])=[C:10](Cl)[C:9]([N+:16]([O-:18])=[O:17])=[CH:8][C:7]=1[C:19]([F:22])([F:21])[F:20]>C1CCCCC1>[CH:1]1([NH:4][C:10]2[C:9]([N+:16]([O-:18])=[O:17])=[CH:8][C:7]([C:19]([F:20])([F:21])[F:22])=[C:6]([Cl:5])[C:11]=2[N+:12]([O-:14])=[O:13])[CH2:3][CH2:2]1. Reported procedure: The compound was prepared by eacting cyclopropylamine with 2,4-dichloro-3,5-dinitrobenzotrifluoride in cyclohexane to give the product having a melting point of 86° - 87°C. The reactants are ClC=1N=C(NC1CC)C(=O)O (4-chloro-5-ethyl-1H-imidazole-2-carboxylic acid), S(=O)(Cl)Cl (thionyl chloride), NC1=CC2=C(N(CCO2)C(=O)OC(C)(C)C)C=C1 (tert-Butyl 7-amino-2,3-dihydro-4H-1,4-benzoxazine-4-carboxylate). Solvent: N1=CC=CC=C1 (pyridine). The product is ClC=1N=C(NC1CC)C(=O)NC1=CC2=C(N(CCO2)C(=O)OC(C)(C)C)C=C1 (tert-Butyl 7-{[(4-chloro-5-ethyl-1H-imidazol-2-yl)carbonyl]amino}-2,3-dihydro-4H-1,4-benzoxazine-4-carboxylate). Isolated yield 54.2%. As a reaction SMILES: [Cl:1][C:2]1[N:3]=[C:4]([C:9]([OH:11])=O)[NH:5][C:6]=1[CH2:7][CH3:8].S(Cl)(Cl)=O.[NH2:16][C:17]1[CH:33]=[CH:32][C:20]2[N:21]([C:25]([O:27][C:28]([CH3:31])([CH3:30])[CH3:29])=[O:26])[CH2:22][CH2:23][O:24][C:19]=2[CH:18]=1>N1C=CC=CC=1>[Cl:1][C:2]1[N:3]=[C:4]([C:9]([NH:16][C:17]2[CH:33]=[CH:32][C:20]3[N:21]([C:25]([O:27][C:28]([CH3:29])([CH3:30])[CH3:31])=[O:26])[CH2:22][CH2:23][O:24][C:19]=3[CH:18]=2)=[O:11])[NH:5][C:6]=1[CH2:7][CH3:8]. Reported procedure: The same operation as in Example (91c) was performed using 4-chloro-5-ethyl-1H-imidazole-2-carboxylic acid (100 mg, 0.59 mmol), thionyl chloride (5 mL), pyridine (10 mL) and tert-butyl 7-amino-2,3-dihydro-4H-1,4-benzoxazine-4-carboxylate obtained in Example (95b) (0.3 g, 1.20 mmol), to obtain 0.13 g of the title compound as a pale yellow solid (56%). Starting materials: C(C)NC(=O)C1=CC=C(C=C1)B(O)O ({4-[(ethylamino)carbonyl]phenyl}boronic acid), BrC1=CC=C(C=C1)OCC1CCN(CC1)C(=O)OC(C)C (1-methylethyl 4-{[(4-bromophenyl)oxy]methyl}-1-piperidinecarboxylate), C(=O)([O-])[O-].[Na+].[Na+] (Na2CO3). Reagents/catalysts: Cl[Pd]([P](C1=CC=CC=C1)(C2=CC=CC=C2)C3=CC=CC=C3)([P](C4=CC=CC=C4)(C5=CC=CC=C5)C6=CC=CC=C6)Cl (Pd(PPh3)2Cl2). The solvent is COCCOC (DME). The product is C(C)NC(=O)C1=CC=C(C=C1)C1=CC=C(C=C1)OCC1CCN(CC1)C(=O)OC(C)C (1-Methylethyl 4-[({4′-[(ethylamino)carbonyl]-4-biphenylyl}oxy)methyl]-1-piperidinecarboxylate). The yield is 25.9%. As a reaction SMILES: [CH2:1]([NH:3][C:4]([C:6]1[CH:11]=[CH:10][C:9](B(O)O)=[CH:8][CH:7]=1)=[O:5])[CH3:2].Br[C:16]1[CH:21]=[CH:20][C:19]([O:22][CH2:23][CH:24]2[CH2:29][CH2:28][N:27]([C:30]([O:32][CH:33]([CH3:35])[CH3:34])=[O:31])[CH2:26][CH2:25]2)=[CH:18][CH:17]=1.C([O-])([O-])=O.[Na+].[Na+]>Cl[Pd](Cl)([P](C1C=CC=CC=1)(C1C=CC=CC=1)C1C=CC=CC=1)[P](C1C=CC=CC=1)(C1C=CC=CC=1)C1C=CC=CC=1.COCCOC>[CH2:1]([NH:3][C:4]([C:6]1[CH:11]=[CH:10][C:9]([C:16]2[CH:17]=[CH:18][C:19]([O:22][CH2:23][CH:24]3[CH2:25][CH2:26][N:27]([C:30]([O:32][CH:33]([CH3:35])[CH3:34])=[O:31])[CH2:28][CH2:29]3)=[CH:20][CH:21]=2)=[CH:8][CH:7]=1)=[O:5])[CH3:2] |f:2.3.4,^1:44,63|. Procedure: The title compound (11 mg, 26%) was prepared as a tan solid from {4-[(ethylamino)carbonyl]phenyl}boronic acid (19 mg, 0.1 mmol), 1-methylethyl 4-{[(4-bromophenyl)oxy]methyl}-1-piperidinecarboxylate (prepared as in Example 9, Step 2, 36 mg, 0.1 mmol), Pd(PPh3)2Cl2 (10 mg, 0.01 mmol), 2M Na2CO3 (1 mL) and DME (1 mL) in a manner similar to Example 21, Step 3, and worked up in a manner similar to Example 9, Step 3. 1H NMR (400 MHz, CDCl3): δ 7.80 (d, 2H, J=8.4 Hz), 7.60 (d, 2H, J=8.6 Hz), 7.54 (d, 2... Solvent: ClCCl (dichloromethane), ClCCl (dichloromethane). Product: IC=1C=C(C=O)C=C(C1O)O (3-iodo-4,5-dihydroxy benzaldehyde). Yield: 66.2%. Reaction SMILES: [I:1][C:2]1[C:3]([OH:12])=[C:4]([O:10]C)[CH:5]=[C:6]([CH:9]=1)[CH:7]=[O:8].B(Br)(Br)Br>ClCCl>[I:1][C:2]1[CH:9]=[C:6]([CH:5]=[C:4]([OH:10])[C:3]=1[OH:12])[CH:7]=[O:8]. Run at temperature 0 celsius, time 16 hour. The reactants are molar solution, B(Br)(Br)Br (boron tribromide), IC=1C(=C(C=C(C=O)C1)OC)O (5-iodo vanillin). Reported procedure: 37.2 g of 5-iodo vanillin (commercial) and 360 ml of dichloromethane were mixed together under nitrogen and the mixture was cooled to 0° C. 135 ml of a molar solution of boron tribromide in dichloromethane were added and the mixture stood for 16 hours at ambient temperature and was then concentrated, cooled to 0° C. and acidified. The crystallized product was separated out, washed with water, dried and crystallized from an isopropanol--water mixture (1-2 by volume) to obtain 23.4 g of the expect...